The task is: describe an organic reaction: reactants, conditions, products, and yield. This data is from the Open Reaction Database (ORD), a public repository of structured organic reaction records. Procedure details: Referring to Scheme 3 below, N-cyclohexylpyrrolidine prepared in Example 1 (1 molar equivalent) was dissolved in methanol to 0.5M concentration in a three neck reaction flask equipped with a mechanical stirrer and reflux condenser. To the methanolic solution of cyclohexylpyrrolidine, 2 molar equivalents of methyl iodide were added, and the resulting mixture was left to stir overnight. The mixture was heated to reflux and left to stir at reflux for 4 hours. The reaction was cooled down and left t... Yield: 86.0%. Reaction SMILES: [CH:1]1([N:7]2[CH2:11][CH2:10][CH2:9][CH2:8]2)[CH2:6][CH2:5][CH2:4][CH2:3][CH2:2]1.[CH3:12][I:13]>CO>[I-:13].[CH3:12][N+:7]1([CH:1]2[CH2:6][CH2:5][CH2:4][CH2:3][CH2:2]2)[CH2:11][CH2:10][CH2:9][CH2:8]1 |f:3.4|. The product is [I-].C[N+]1(CCCC1)C1CCCCC1 (N-methyl-N-cyclohexylpyrrolidinium iodide). Run at time 8 hour. The reactants are C1(CCCCC1)N1CCCC1 (Cyclohexylpyrrolidine), C1(CCCCC1)N1CCCC1 (cyclohexylpyrrolidine), CI (methyl iodide). The solvent is CO (methanol). The reactants are CCN(CC)CCN, CCOCC, CCCCCC, COc1cc2c(cc1OC)C(c1ccccc1)N(C(=O)Cl)CC2, O. Yields the product CCN(CC)CCNC(=O)N1CCc2cc(OC)c(OC)cc2C1c1ccccc1. As a reaction SMILES: [CH2:1]([CH3:2])[N:3]([CH2:4][CH2:5][NH2:6])[CH2:7][CH3:8].[CH2:33]([O:34][CH2:35][CH3:36])[CH3:37].[CH3:38][CH2:39][CH2:40][CH2:41][CH2:42][CH3:43].[CH3:9][O:10][c:11]1[cH:12][c:13]2[c:18]([cH:19][c:20]1[O:21][CH3:22])[CH:17]([c:23]1[cH:24][cH:25][cH:26][cH:27][cH:28]1)[N:16]([C:29](=[O:30])[Cl:31])[CH2:15][CH2:14]2.[OH2:32]>>[CH2:1]([CH3:2])[N:3]([CH2:4][CH2:5][NH:6][C:29]([N:16]1[CH2:15][CH2:14][c:13]2[cH:12][c:11]([O:10][CH3:9])[c:20]([O:21][CH3:22])[cH:19][c:18]2[CH:17]1[c:23]1[cH:24][cH:25][cH:26][cH:27][cH:28]1)=[O:30])[CH2:7][CH3:8]. Reactants: O (water), [N+](=O)([O-])C=1C=NN(C1)CCC=O (3-(4-nitro-1H-pyrazol-1-yl)propanal), N1CCC2=CC=CC=C12 (indoline). Reagents/catalysts: CC(=O)O (AcOH). Solvent: C(Cl)Cl (DCM), CC#N (MeCN), C(Cl)Cl (DCM). Run at time 15 minute. The product is [N+](=O)([O-])C=1C=NN(C1)CCCN1CCC2=CC=CC=C12 (1-(3-(4-nitro-1H-pyrazol-1-yl)propyl)indoline). As a reaction SMILES: [N+:1]([C:4]1[CH:5]=[N:6][N:7]([CH2:9][CH2:10][CH:11]=O)[CH:8]=1)([O-:3])=[O:2].[NH:13]1[C:21]2[C:16](=[CH:17][CH:18]=[CH:19][CH:20]=2)[CH2:15][CH2:14]1.O>CC#N.C(Cl)Cl.CC(O)=O>[N+:1]([C:4]1[CH:5]=[N:6][N:7]([CH2:9][CH2:10][CH2:11][N:13]2[C:21]3[C:16](=[CH:17][CH:18]=[CH:19][CH:20]=3)[CH2:15][CH2:14]2)[CH:8]=1)([O-:3])=[O:2]. Reported procedure: To a solution of 3-(4-nitro-1H-pyrazol-1-yl)propanal (722 mg, 4.27 mmol) in MeCN (7.0 mL) and DCM (5.0 mL), indoline (0.48 mL, 4.27 mmol) was added, followed by STAB (1.36 g, 6.40 mmol) and one drop of AcOH. The resulting yellow suspension was stirred at rt for 1 h 15 min, then water and DCM was added and the org. layer was separated. The aq. layer was extracted with DCM and the combined org. layers were washed with brine, dried (MgSO4), filtered and the solvent was removed under reduced pressur... The reactants are CC(=O)Nc1ccc(C=CCCCCCS(C)(=O)=O)cc1, CC(C)=O, [I-], [Na+]. Yields the product CC(=O)Nc1ccc(C=CCCCCCI)cc1. Reaction SMILES: [C:1]([CH3:2])(=[O:3])[NH:4][c:5]1[cH:6][cH:7][c:8]([CH:11]=[CH:12][CH2:13][CH2:14][CH2:15][CH2:16][CH2:17][S:18]([CH3:19])(=[O:20])=[O:21])[cH:9][cH:10]1.[CH3:24][C:25](=[O:26])[CH3:27].[I-:22].[Na+:23]>>[C:1]([CH3:2])(=[O:3])[NH:4][c:5]1[cH:6][cH:7][c:8]([CH:11]=[CH:12][CH2:13][CH2:14][CH2:15][CH2:16][CH2:17][I:22])[cH:9][cH:10]1.